This data is from the Open Reaction Database (ORD), a public repository of structured organic reaction records. The task is: describe an organic reaction: reactants, conditions, products, and yield The reactants are BrC=1C=C(C=C(C1)[N+](=O)[O-])O (3-bromo-5-nitrophenol), [OH-].[Na+] (sodium hydroxide), ClC(C(=O)[O-])(F)F.[Na+] (sodium chlorodifluoroacetate). Run in CN(C)C=O (DMF). Run at temperature 55 celsius. Product: BrC1=CC(=CC(=C1)[N+](=O)[O-])OC(F)F (1-bromo-3-(difluoromethoxy)-5-nitrobenzene). Yield: 4.2%. RXN SMILES: [Br:1][C:2]1[CH:3]=[C:4]([OH:11])[CH:5]=[C:6]([N+:8]([O-:10])=[O:9])[CH:7]=1.[OH-].[Na+].Cl[C:15]([F:20])([F:19])C([O-])=O.[Na+]>CN(C=O)C>[Br:1][C:2]1[CH:7]=[C:6]([N+:8]([O-:10])=[O:9])[CH:5]=[C:4]([O:11][CH:15]([F:20])[F:19])[CH:3]=1 |f:1.2,3.4|. Procedure: To a solution of 3-bromo-5-nitrophenol (3.1 g, 14.4 mmol) and powdered sodium hydroxide (0.63 g, 15.8 mmol) in DMF (14 mL), sodium chlorodifluoroacetate (4.4 g, 28.7 mmol) was added in five portions every 0.5 hour to the warmed reaction mixture at to 55° C. The reaction was maintained at to 55° C. for 1 day and then allowed to cool to room temperature. The reaction mixture was partitioned between EtOAc and water, the layers separated, and the aqueous portion was extracted (2×25 mL) EtOAc and the... As a reaction SMILES: C(O[C:6]([N:8]1[CH2:12][C:11](=[N:13][O:14][CH2:15][CH3:16])[CH2:10][C@H:9]1[C:17]([OH:19])=O)=[O:7])(C)(C)C.C(Cl)(=O)[C:21]1[CH:26]=[CH:25][CH:24]=[CH:23][CH:22]=1.[CH2:29]([N:31]1[C:43]2[CH:42]=[CH:41][C:40]([NH2:44])=[CH:39][C:38]=2[C:37]2[C:32]1=[CH:33][CH:34]=[CH:35][CH:36]=2)[CH3:30]>>[C:6]([N:8]1[CH2:12][C:11](=[N:13][O:14][CH2:15][CH3:16])[CH2:10][C@H:9]1[C:17]([NH:44][C:40]1[CH:41]=[CH:42][C:43]2[N:31]([CH2:29][CH3:30])[C:32]3[C:37]([C:38]=2[CH:39]=1)=[CH:36][CH:35]=[CH:34][CH:33]=3)=[O:19])(=[O:7])[C:21]1[CH:26]=[CH:25][CH:24]=[CH:23][CH:22]=1. The reactants are C(C)(C)(C)OC(=O)N1[C@@H](CC(C1)=NOCC)C(=O)O ((2S,4EZ)-1-(tertbutoxycarbonyl)-4-(ethoxyimino)-2-pyrrolidinecarboxylic acid), C(C1=CC=CC=C1)(=O)Cl (benzoyl chloride), C(C)N1C2=CC=CC=C2C=2C=C(C=CC12)N (9-ethyl-9H-carbazol-3-amine). The product is C(C1=CC=CC=C1)(=O)N1[C@@H](CC(C1)=NOCC)C(=O)NC=1C=CC=2N(C3=CC=CC=C3C2C1)CC ((2S,4EZ)-1-benzoyl-4-(ethoxyimino)-N-(9-ethyl-9H-carbazol-3-yl)-2-pyrrolidinecarboxamide). Reported procedure: Following the general method as outlined in Example 22, starting from (2S,4EZ)-1-(tertbutoxycarbonyl)-4-(ethoxyimino)-2-pyrrolidinecarboxylic acid, benzoyl chloride, and 9-ethyl-9H-carbazol-3-amine the title compound was obtained in 74% purity by LC/MS. MS(ESI+): m/z=469.4. The reactants are C(C)OC(=O)C=1C(N(C2=CC=CC(=C2C1O)OC)C)=O (1,2-Dihydro-4-hydroxy-5-methoxy-1-methyl-2-oxo-quinoline-3-carboxylic acid ethyl ester), CNC1=CC=CC=C1 (N-Methylaniline), C(C)O (ethanol). Solvent: C1(=CC=CC=C1)C (toluene). Product: CN(C(=O)C=1C(N(C2=CC=CC(=C2C1O)OC)C)=O)C1=CC=CC=C1 (N-Methyl-N-phenyl-1,2-dihydro-4-hydroxy-5-methoxy-1-methyl-2-oxo-quinoline-3-carboxamide). Yield: 82.8%. Reaction SMILES: [CH3:1][NH:2][C:3]1[CH:8]=[CH:7][CH:6]=[CH:5][CH:4]=1.C([O:11][C:12]([C:14]1[C:15](=[O:28])[N:16]([CH3:27])[C:17]2[C:22]([C:23]=1[OH:24])=[C:21]([O:25][CH3:26])[CH:20]=[CH:19][CH:18]=2)=O)C.C(O)C>C1(C)C=CC=CC=1>[CH3:1][N:2]([C:3]1[CH:8]=[CH:7][CH:6]=[CH:5][CH:4]=1)[C:12]([C:14]1[C:15](=[O:28])[N:16]([CH3:27])[C:17]2[C:22]([C:23]=1[OH:24])=[C:21]([O:25][CH3:26])[CH:20]=[CH:19][CH:18]=2)=[O:11]. Reported procedure: N-Methylaniline (2.7g, 0.025 mol) was dissolved in 80 ml of toluene and about 30 ml of the solvent was distilled off in order to obtain a dry solution. 1,2-Dihydro-4-hydroxy-5-methoxy-1-methyl-2-oxo-quinoline-3-carboxylic acid ethyl ester (2.7 g, 0.01 mol) was added to the boiling solution. The ethanol formed during the reaction was distilled off together with some toluene for about 4 hours. The mixture was cooled to room temperature. The precipitate was collected, washed with cold toluene and h... Reactants: COC(=O)C=1SC(=CC1N1C([C@H](OC[C@H]1C1CCCCC1)C[C@@H](C)O)=O)C#CC(C)(C)C (3-[(2R,5R)-5-cyclohexyl-2-((R)-2-hydroxy-propyl)-3-oxo-morpholin-4-yl]-5-(3,3-dimethyl-but-1-ynyl)-thiophene-2-carboxylic acid methyl ester), O[Li].O (LiOH.H2O). Solvent: C1CCOC1 (THF), CO (MeOH), O (water). Reaction conditions: time 2 hour. The product is C1(CCCCC1)[C@@H]1CO[C@@H](C(N1C1=C(SC(=C1)C#CC(C)(C)C)C(=O)O)=O)C[C@@H](C)O (3-[(2R,5R)-5-cyclohexyl-2-((R)-2-hydroxy-propyl)-3-oxo-morpholin-4-yl]-5-(3,3-dimethyl-but-1-ynyl)-thiophene-2-carboxylic acid). Yield: 92.9%. As a reaction SMILES: C[O:2][C:3]([C:5]1[S:6][C:7]([C:27]#[C:28][C:29]([CH3:32])([CH3:31])[CH3:30])=[CH:8][C:9]=1[N:10]1[C@H:15]([CH:16]2[CH2:21][CH2:20][CH2:19][CH2:18][CH2:17]2)[CH2:14][O:13][C@H:12]([CH2:22][C@H:23]([OH:25])[CH3:24])[C:11]1=[O:26])=[O:4].O[Li].O>C1COCC1.CO.O>[CH:16]1([C@H:15]2[N:10]([C:9]3[CH:8]=[C:7]([C:27]#[C:28][C:29]([CH3:32])([CH3:31])[CH3:30])[S:6][C:5]=3[C:3]([OH:4])=[O:2])[C:11](=[O:26])[C@@H:12]([CH2:22][C@H:23]([OH:25])[CH3:24])[O:13][CH2:14]2)[CH2:17][CH2:18][CH2:19][CH2:20][CH2:21]1 |f:1.2|. Procedure: To a solution of 3-[(2R,5R)-5-cyclohexyl-2-((R)-2-hydroxy-propyl)-3-oxo-morpholin-4-yl]-5-(3,3-dimethyl-but-1-ynyl)-thiophene-2-carboxylic acid methyl ester (650 mg, 1.41 mmol, 1.0 equiv) in THF (10 mL), MeOH (5 mL) and water (5 mL) was added LiOH.H2O (177 mg, 4.22 mmol, 3.0 equiv). The resulting solution was stirred at room temperature for 2 hours. The volatile solvent was removed under vacuum and to the residue was added water (15 mL). The mixture was cooled to 0° C. and acidified by addition ...